Dataset: the Open Reaction Database (ORD), a public repository of structured organic reaction records. Task: describe an organic reaction: reactants, conditions, products, and yield Starting materials: CC1(C(NC2=CC(=C(C=C12)NC(C1=CC=C(C=C1)OC)=O)[N+](=O)[O-])=O)C (N-(3,3-dimethyl-6-nitro-2-oxo-2,3-dihydro-1H-indol-5-yl)4-methoxy-benzamide), C(C=C)Br (allyl bromide), C(=O)([O-])[O-].[K+].[K+] (K2CO3). The solvent is CC(=O)C (acetone), CN(C=O)C (N,N-dimethylformamide). Reaction conditions: temperature 150 celsius. Yields the product C(C=C)N1C(C(C=2C=C3C(=CC12)N=C(N3)C3=CC=C(C=C3)OC)(C)C)=O (5-Allyl-2-(4-methoxy-phenyl)-7,7-dimethyl-5,7-dihydro-1H-imidazo[4,5-f]indol-6-one). As a reaction SMILES: [CH3:1][C:2]1([CH3:26])[C:10]2[C:5](=[CH:6][C:7]([N+:22]([O-])=O)=[C:8]([NH:11][C:12](=O)[C:13]3[CH:18]=[CH:17][C:16]([O:19][CH3:20])=[CH:15][CH:14]=3)[CH:9]=2)[NH:4][C:3]1=[O:25].[CH2:27](Br)[CH:28]=[CH2:29].C([O-])([O-])=O.[K+].[K+]>CC(C)=O.CN(C)C=O>[CH2:29]([N:4]1[C:5]2[CH:6]=[C:7]3[N:22]=[C:12]([C:13]4[CH:18]=[CH:17][C:16]([O:19][CH3:20])=[CH:15][CH:14]=4)[NH:11][C:8]3=[CH:9][C:10]=2[C:2]([CH3:26])([CH3:1])[C:3]1=[O:25])[CH:28]=[CH2:27] |f:2.3.4|. Reported procedure: A solution of N-(3,3-dimethyl-6-nitro-2-oxo-2,3-dihydro-1H-indol-5-yl)4-methoxy-benzamide (200 mg), allyl bromide (78 mg; 0.65 mmol) and K2CO3 (233 mg; 1.69 mmol) in acetone (3.2 ml) and N,N-dimethylformamide (1.6 ml) is stirred at 50° C. for 48 h. The mixture is filtered and concentrated in vacuo. The residue is suspended in acetic acid (3 ml), iron (150 mg; powder) is added and the resulting mixture is heated in a microwave apparatus at 150° C. for 900 s. After re-cooling the mixture is filter... Reactants: ClC1=NC=NC(=C1F)Cl (4,6-dichloro-5-fluoropyrimidine), C([O-])([O-])=O.[K+].[K+] (potassium carbonate), Cl.C[C@@H]1NC[C@@H](CCC1)C (cis-2,6-dimethylhexahydro-1H-azepine hydrochloride), [Cl-].[NH4+] (ammonium chloride). Run in C(C)#N (acetonitrile). Reaction conditions: temperature 60 celsius, time 2 hour. The product is ClC1=C(C(=NC=N1)N1[C@H](CCC[C@H](C1)C)C)F (1-(6-chloro-5-fluoropyrimidin-4-yl)-cis-2,6-dimethylhexahydro-1H-azepine). Isolated yield 97.2%. Reaction SMILES: Cl[C:2]1[C:7]([F:8])=[C:6]([Cl:9])[N:5]=[CH:4][N:3]=1.C(=O)([O-])[O-].[K+].[K+].Cl.[CH3:17][C@H:18]1[CH2:24][CH2:23][CH2:22][C@@H:21]([CH3:25])[CH2:20][NH:19]1.[Cl-].[NH4+]>C(#N)C>[Cl:9][C:6]1[N:5]=[CH:4][N:3]=[C:2]([N:19]2[CH2:20][C@H:21]([CH3:25])[CH2:22][CH2:23][CH2:24][C@@H:18]2[CH3:17])[C:7]=1[F:8] |f:1.2.3,4.5,6.7|. Reported procedure: Into 3 ml of acetonitrile were added 0.2 g of 4,6-dichloro-5-fluoropyrimidine, 0.50 g of potassium carbonate and 0.27 g of cis-2,6-dimethylhexahydro-1H-azepine hydrochloride, and the mixture was stirred for 2 hours at 60° C. The reaction mixture was cooled to near room temperature, a saturated ammonium chloride aqueous solution was added therein, and the mixture was extracted with tert-butyl methyl ether three times. The organic layers were washed with a saturated sodium chloride aqueous solutio... Reactants: CCOC(C)=O, [H-], O=Cc1ccc([N+](=O)[O-])o1, [Na+], C1CCOC1, O, Cc1ccc2nc(S)[nH]c2c1. Product: Cc1ccc2[nH]c(Sc3ccc(C=O)o3)nc2c1. RXN SMILES: [CH3:30][CH2:31][O:32][C:33](=[O:34])[CH3:35].[H-:12].[N+:14]([O-:15])(=[O:16])[c:17]1[cH:18][cH:19][c:20]([CH:22]=[O:23])[o:21]1.[Na+:13].[O:24]1[CH2:25][CH2:26][CH2:27][CH2:28]1.[OH2:29].[SH:1][c:2]1[nH:3][c:4]2[c:5]([n:6]1)[cH:7][cH:8][c:9]([CH3:11])[cH:10]2>>[S:1]([c:2]1[n:3][c:4]2[c:5]([nH:6]1)[cH:7][cH:8][c:9]([CH3:11])[cH:10]2)[c:17]1[cH:18][cH:19][c:20]([CH:22]=[O:23])[o:21]1. Reactants: B(Br)(Br)Br (boron tribromide), C(C)OC(CCCCC1=NOC(=C1)C1=C(C=CC(=C1)Cl)OC)=O (5-[5-(5-chloro-2-methoxy-phenyl)-isoxazol-3-yl]-pentanoic acid ethyl ester), B(Br)(Br)Br (boron tribromide). The solvent is C(Cl)Cl (CH2Cl2). Run at time 2 hour. Product: C(C)OC(CCCCC1=NOC(=C1)C1=C(C=CC(=C1)Cl)O)=O (5-[5-(5-chloro-2-hydroxy-phenyl)-isoxazol-3-yl]-pentanoic acid ethyl ester). Isolated yield 87.9%. As a reaction SMILES: B(Br)(Br)Br.[CH2:5]([O:7][C:8](=[O:27])[CH2:9][CH2:10][CH2:11][CH2:12][C:13]1[CH:17]=[C:16]([C:18]2[CH:23]=[C:22]([Cl:24])[CH:21]=[CH:20][C:19]=2[O:25]C)[O:15][N:14]=1)[CH3:6]>C(Cl)Cl>[CH2:5]([O:7][C:8](=[O:27])[CH2:9][CH2:10][CH2:11][CH2:12][C:13]1[CH:17]=[C:16]([C:18]2[CH:23]=[C:22]([Cl:24])[CH:21]=[CH:20][C:19]=2[OH:25])[O:15][N:14]=1)[CH3:6]. Procedure: Add boron tribromide (39 mL, 39 mmol, 1.0 M solution in CH2Cl2) dropwise to a stirred −78° C. solution of 5-[5-(5-chloro-2-methoxy-phenyl)-isoxazol-3-yl]-pentanoic acid ethyl ester (4.39 g, 13 mmol) in CH2Cl2 (40 mL). Allow to warm to room temperature. After 2 hours, cool to −78° C. and add boron tribromide (13 mL, 13 mmol, 1.0 M solution in CH2Cl2) dropwise and allow to warm to room temperature overnight. Quench via dropwise addition of ethanol (60 mL, absolute). Concentrate, dissolve residue i... The reactants are C(C)(C)(C)OC(N[C@@H](C[C@H](C)OCC)C(NC1=NN(C=C1)CC(C)(C)O)=O)=O ({(1S,3S)-3-ethoxy-1-[1-(2-hydroxy-2-methyl-propyl)-1H-pyrazol-3-ylcarbamoyl]-butyl}-carbamic acid t-butyl ester), FC(C(=O)O)(F)F (trifluoroacetic acid), ClCCl (dichloromethane). Reaction conditions: time 30 minute. The product is Cl.OC(CN1N=C(C=C1)NC([C@H](C[C@H](C)OCC)N)=O)(C)C ((2S,4S)-2-amino-4-ethoxy-pentanoic acid [1-(2-hydroxy-2-methyl-propyl)-1H-pyrazol-3-yl]-amide hydrochloride). Reaction SMILES: C(OC(=O)[NH:7][C@H:8]([C:15](=[O:27])[NH:16][C:17]1[CH:21]=[CH:20][N:19]([CH2:22][C:23]([OH:26])([CH3:25])[CH3:24])[N:18]=1)[CH2:9][C@@H:10]([O:12][CH2:13][CH3:14])[CH3:11])(C)(C)C.FC(F)(F)C(O)=O.[Cl:36]CCl>>[ClH:36].[OH:26][C:23]([CH3:25])([CH3:24])[CH2:22][N:19]1[CH:20]=[CH:21][C:17]([NH:16][C:15](=[O:27])[C@@H:8]([NH2:7])[CH2:9][C@@H:10]([O:12][CH2:13][CH3:14])[CH3:11])=[N:18]1 |f:3.4|. Procedure: To a solution of {(1S,3S)-3-ethoxy-1-[1-(2-hydroxy-2-methyl-propyl)-1H-pyrazol-3-ylcarbamoyl]-butyl}-carbamic acid t-butyl ester (486 mg) in dichloromethane (3 mL) was added trifluoroacetic acid (2 mL). The solution was stirred at room temperature for 30 min. Solvents were evaporated and the residue was dried in vacuo. The resulting waxy material was dissolved in a methanolic hydrogen chloride solution (5 mL). The solvents were evaporated and the residue was dried in vacuo. The white solid was t...